From a dataset of the Open Reaction Database (ORD), a public repository of structured organic reaction records. describe an organic reaction: reactants, conditions, products, and yield Reactants: FC=1C=C(C=O)C=CC1 (3-Fluorobenzaldehyde), C(CC(=O)O)(=O)O (malonic acid), N1CCCCC1 (piperidine). Run in N1=CC=CC=C1 (pyridine). Yields the product FC=1C=C(C=CC1)C=CC(=O)O (3-(3-fluorophenyl)acrylic acid). The yield is 98.6%. RXN SMILES: [F:1][C:2]1[CH:3]=[C:4]([CH:7]=[CH:8][CH:9]=1)[CH:5]=O.C(O)(=O)[CH2:11][C:12]([OH:14])=[O:13].N1CCCCC1>N1C=CC=CC=1>[F:1][C:2]1[CH:3]=[C:4]([CH:5]=[CH:11][C:12]([OH:14])=[O:13])[CH:7]=[CH:8][CH:9]=1. Procedure details: 3-Fluorobenzaldehyde (5 g, 40.28 mmol) in pyridine (50 mL) was reacted with malonic acid (5.4 g, 52.3 mmol) and piperidine (343 mg, 4.0 mmol) at 75° C. for 12 hours to afford 6.6 g (96.9%) of the crude product which was used in the next step without further purification. Reactants: BH3, S(C)C (SMe2), NC=1C(=NC=C(C1)CC1=CC=CC=C1)C(=O)OCC (ethyl 3-amino-5-benzylpyridine-2-carboxylate), CS(=O)(=O)C1=CC=C(C=O)C=C1 (4-methylsulfonyl benzaldehyde), BH3, S(C)C (SMe2), CS(=O)(=O)C1=CC=C(C=O)C=C1 (4-methylsulfonyl benzaldehyde). The solvent is C(Cl)Cl (CH2Cl2), CC(=O)O (HOAc), C(Cl)Cl (CH2Cl2). Reaction conditions: time 30 minute. Product: C(C1=CC=CC=C1)C=1C=C(C(=NC1)C(=O)OCC)NCC1=CC=C(C=C1)S(=O)(=O)C (ethyl 5-benzyl-3-{[4-(methylsulfonyl)benzyl]amino}pyridine-2-carboxylate). RXN SMILES: S(C)C.[NH2:4][C:5]1[C:6]([C:18]([O:20][CH2:21][CH3:22])=[O:19])=[N:7][CH:8]=[C:9]([CH2:11][C:12]2[CH:17]=[CH:16][CH:15]=[CH:14][CH:13]=2)[CH:10]=1.[CH3:23][S:24]([C:27]1[CH:34]=[CH:33][C:30]([CH:31]=O)=[CH:29][CH:28]=1)(=[O:26])=[O:25]>C(Cl)Cl.CC(O)=O>[CH2:11]([C:9]1[CH:10]=[C:5]([NH:4][CH2:31][C:30]2[CH:29]=[CH:28][C:27]([S:24]([CH3:23])(=[O:26])=[O:25])=[CH:34][CH:33]=2)[C:6]([C:18]([O:20][CH2:21][CH3:22])=[O:19])=[N:7][CH:8]=1)[C:12]1[CH:17]=[CH:16][CH:15]=[CH:14][CH:13]=1. Procedure details: A solution of 1M BH3.SMe2 in CH2Cl2 (7 mL, 7 mmol) was added dropwise to a solution of ethyl 3-amino-5-benzylpyridine-2-carboxylate (600 mg, 2.34 mmol) and 4-methylsulfonyl benzaldehyde (647 mg, 3.51 mmol) in CH2Cl2 (8 mL) and HOAc (4 mL). The mixture was stirred at rt for 30 min and additional amounts of 1M BH3.SMe2 (2 mL, 2 mmol) and 4-methylsulfonyl benzaldehyde (160 mg, 3.51 mmol) were added. After stirring overnight at rt, the solution was concentrated in vacuo, dissolved in CH2Cl2 and wash... The reactants are O=C([O-])O, ClCCl, COC(=O)c1c(CN(C(=O)OC(C)(C)C)C(=O)OC(C)(C)C)cccc1[N+](=O)[O-], [Na+], O=C(O)C(F)(F)F. Yields the product COC(=O)c1c(CNC(=O)OC(C)(C)C)cccc1[N+](=O)[O-]. RXN SMILES: [C:37](=[O:38])([OH:39])[O-:40].[CH2:42]([Cl:43])[Cl:44].[CH3:1][O:2][C:3]([c:4]1[c:5]([CH2:13][N:14]([C:15](=[O:16])[O:17][C:18]([CH3:19])([CH3:20])[CH3:21])[C:22]([O:23][C:24]([CH3:25])([CH3:26])[CH3:27])=[O:28])[cH:6][cH:7][cH:8][c:9]1[N+:10](=[O:11])[O-:12])=[O:29].[Na+:41].[OH:30][C:31]([C:32]([F:33])([F:34])[F:35])=[O:36]>>[CH3:1][O:2][C:3]([c:4]1[c:5]([CH2:13][NH:14][C:15](=[O:16])[O:17][C:18]([CH3:19])([CH3:20])[CH3:21])[cH:6][cH:7][cH:8][c:9]1[N+:10](=[O:11])[O-:12])=[O:29]. Starting materials: solution, Cl (hydrogen chloride), FC(C(=O)O)(F)F.N1(C=NC=C1)C=1C(N(NC1)C1=NC=NC(=C1)N1CCOCC1)=O (4-(1H-Imidazol-1-yl)-2-(6-morpholin-4-ylpyrimidin-4-yl)-1,2-dihydro-3H-pyrazol-3-one trifluoroacetate). Solvent: O1CCOCC1 (dioxane). Conditions: time 1 hour. The product is Cl.N1(C=NC=C1)C=1C(N(NC1)C1=NC=NC(=C1)N1CCOCC1)=O (4-(1H-Imidazol-1-yl)-2-(6-morpholin-4-ylpyrimidin-4-yl)-1,2-dihydro-3H-pyrazol-3-one hydrochloride). Reaction SMILES: [ClH:1].FC(F)(F)C(O)=O.[N:9]1([C:14]2[C:15](=[O:31])[N:16]([C:19]3[CH:24]=[C:23]([N:25]4[CH2:30][CH2:29][O:28][CH2:27][CH2:26]4)[N:22]=[CH:21][N:20]=3)[NH:17][CH:18]=2)[CH:13]=[CH:12][N:11]=[CH:10]1>O1CCOCC1>[ClH:1].[N:9]1([C:14]2[C:15](=[O:31])[N:16]([C:19]3[CH:24]=[C:23]([N:25]4[CH2:26][CH2:27][O:28][CH2:29][CH2:30]4)[N:22]=[CH:21][N:20]=3)[NH:17][CH:18]=2)[CH:13]=[CH:12][N:11]=[CH:10]1 |f:1.2,4.5|. Procedure: 0.5 ml of a 4 N solution of hydrogen chloride in dioxane are added to 60 mg (0.1 mmol) of the compound from Example 73 and the mixture is stirred at RT for 1 h. The solid is filtered off, washed twice with 0.5 ml dioxane each time and subsequently dried in vacuo. The reactants are CC(C)(C)OC(=O)N1CCC(=Cc2cccc(Oc3ccc(F)cc3)c2)CC1, CCOCC, ClCCl, Cl. Yields the product Cl, Fc1ccc(Oc2cccc(C=C3CCNCC3)c2)cc1. As a reaction SMILES: [C:1]([O:2][C:3](=[O:4])[N:8]1[CH2:9][CH2:10][C:11](=[CH:14][c:15]2[cH:16][c:17]([O:21][c:22]3[cH:23][cH:24][c:25]([F:28])[cH:26][cH:27]3)[cH:18][cH:19][cH:20]2)[CH2:12][CH2:13]1)([CH3:5])([CH3:6])[CH3:7].[CH3:30][CH2:31][O:32][CH2:33][CH3:34].[Cl:35][CH2:36][Cl:37].[ClH:29]>>[ClH:29].[NH:8]1[CH2:9][CH2:10][C:11](=[CH:14][c:15]2[cH:16][c:17]([O:21][c:22]3[cH:23][cH:24][c:25]([F:28])[cH:26][cH:27]3)[cH:18][cH:19][cH:20]2)[CH2:12][CH2:13]1. Starting materials: COC1=CC=C(C=C1)CC#N (p-methoxyphenylacetonitrile), Br (HBr), [OH-].[Na+].O.C1(=CC=CC=C1)C (NaOH H2O toluene), C(C)(C)Br (isopropyl bromide), crude product. The product is C(C)(C)C(C(=O)O)C1=CC=C(C=C1)O (α-isopropyl 4-hydroxyphenylacetic acid). Reaction SMILES: C[O:2][C:3]1[CH:8]=[CH:7][C:6]([CH2:9][C:10]#N)=[CH:5][CH:4]=1.[CH:12](Br)([CH3:14])[CH3:13].Br.[OH-:17].[Na+].[OH2:19].C1(C)C=CC=CC=1>>[CH:12]([CH:9]([C:6]1[CH:7]=[CH:8][C:3]([OH:2])=[CH:4][CH:5]=1)[C:10]([OH:19])=[O:17])([CH3:14])[CH3:13] |f:3.4.5.6|. Procedure: 53.1 g of p-methoxyphenylacetonitrile was alkylated with 51.4 g of isopropyl bromide in NaOH/H2O/toluene/Aliquot 336 at reflux for 24 hours. (See, for example, U.S. Pat. Nos. 4,056,509 and 4,144,264.) The crude product was hydrolyzed and demethylated in refluxing concentrated HBr to give α-isopropyl 4-hydroxyphenylacetic acid at 69% overall yeild. The hydroxy acid was alkylated with chlorodifluoromethane in the presence of sodium hydroxide and water according to the procedure set forth at page 2...